This data is from the Open Reaction Database (ORD), a public repository of structured organic reaction records. The task is: describe an organic reaction: reactants, conditions, products, and yield The reactants are Cl (hydrochloric acid), ester, S(=O)=O (sulfur dioxide), ClCl (chlorine), FC=1C=CC=C(C1C(=O)OC)N (methyl 6-fluoroanthranilate), N(=O)[O-].[Na+] (sodium nitrite), S(=O)=O (sulfur dioxide). Reagents/catalysts: [Cu](Cl)Cl (copper(II) chloride). Run in O (water), ClCCCl (1,2-dichloroethane), O (water). Run at temperature 50 celsius, time 20 minute. The product is FC1=CC=CC(=C1C(=O)OC)S(=O)(=O)Cl (METHYL 6-FLUORO-2-CHLOROSULFONYL-BENZOATE). Reaction SMILES: [F:1][C:2]1[CH:3]=[CH:4][CH:5]=[C:6](N)[C:7]=1[C:8]([O:10][CH3:11])=[O:9].N([O-])=O.[Na+].[ClH:17].[S:18](=[O:20])=[O:19].ClCl>O.ClCCCl.[Cu](Cl)Cl>[F:1][C:2]1[C:7]([C:8]([O:10][CH3:11])=[O:9])=[C:6]([S:18]([Cl:17])(=[O:20])=[O:19])[CH:5]=[CH:4][CH:3]=1 |f:1.2|. Reported procedure: 108 g of methyl 6-fluoroanthranilate and 45 g of sodium nitrite in 106 ml of water were added, via 2 feed devices, to 250 ml of stirred concentrated hydrochloric acid at 5° C. over the course of 1 hour in such a way that the ester component was present in excess. After the reaction mixture had been stirred for 20 minutes at 55° C.-8° C. it was poured, in one shot, into a previously prepared solution of 53 g of sulfur dioxide, 1.7 g of copper(II) chloride and a small amount of water in 200 ml of ... Reaction SMILES: [C:42](=[O:43])([O-:44])[O-:45].[CH3:1][C:2]1([CH3:3])[C:4]([CH3:5])([CH3:6])[O:7][B:8]([c:9]2[cH:10][cH:11][c:12]3[n:13]([n:14]2)[cH:15][c:16]([NH:18][C:19]([CH3:20])=[O:21])[n:17]3)[O:22]1.[Cl-:54].[Cl:23][c:24]1[n:25][n:26][c:27]([Cl:41])[cH:28][c:29]1[NH:30][S:31](=[O:32])(=[O:33])[c:34]1[cH:35][cH:36][c:37]([F:40])[cH:38][cH:39]1.[Cs+:46].[Cs+:47].[NH4+:55].[O:48]1[CH2:49][CH2:50][O:51][CH2:52][CH2:53]1.[OH2:56]>>[c:9]1(-[c:27]2[n:26][n:25][c:24]([Cl:23])[c:29]([NH:30][S:31](=[O:32])(=[O:33])[c:34]3[cH:35][cH:36][c:37]([F:40])[cH:38][cH:39]3)[cH:28]2)[cH:10][cH:11][c:12]2[n:13]([n:14]1)[cH:15][c:16]([NH:18][C:19]([CH3:20])=[O:21])[n:17]2. Product: CC(=O)Nc1cn2nc(-c3cc(NS(=O)(=O)c4ccc(F)cc4)c(Cl)nn3)ccc2n1. Reactants: O=C([O-])[O-], CC(=O)Nc1cn2nc(B3OC(C)(C)C(C)(C)O3)ccc2n1, [Cl-], O=S(=O)(Nc1cc(Cl)nnc1Cl)c1ccc(F)cc1, [Cs+], [Cs+], [NH4+], C1COCCO1, O. Starting materials: ClCCCl, Cc1cc(Nc2nccc(C(F)(F)F)n2)cc(-c2cnc(C(C)(C)C(=O)O)s2)c1, NNC=O, CCN(C(C)C)C(C)C, C1COCCO1, O, On1nnc2ccccc21. The product is Cc1cc(Nc2nccc(C(F)(F)F)n2)cc(-c2cnc(C(C)(C)C(=O)NNC=O)s2)c1. As a reaction SMILES: [CH2:40]([Cl:41])[CH2:42][Cl:43].[CH3:1][C:2]([C:3](=[O:4])[OH:5])([CH3:6])[c:7]1[s:8][c:9](-[c:12]2[cH:13][c:14]([CH3:29])[cH:15][c:16]([NH:18][c:19]3[n:20][cH:21][cH:22][c:23]([C:25]([F:26])([F:27])[F:28])[n:24]3)[cH:17]2)[cH:10][n:11]1.[CH:44](=[O:45])[NH:46][NH2:47].[CH:48]([N:49]([CH2:50][CH3:51])[CH:52]([CH3:53])[CH3:54])([CH3:55])[CH3:56].[O:58]1[CH2:59][CH2:60][O:61][CH2:62][CH2:63]1.[OH2:57].[OH:30][n:31]1[c:32]2[c:33]([cH:34][cH:35][cH:36][cH:37]2)[n:38][n:39]1>>[CH3:1][C:2]([C:3](=[O:5])[NH:47][NH:46][CH:44]=[O:45])([CH3:6])[c:7]1[s:8][c:9](-[c:12]2[cH:13][c:14]([CH3:29])[cH:15][c:16]([NH:18][c:19]3[n:20][cH:21][cH:22][c:23]([C:25]([F:26])([F:27])[F:28])[n:24]3)[cH:17]2)[cH:10][n:11]1.